This data is from the Open Reaction Database (ORD), a public repository of structured organic reaction records. The task is: describe an organic reaction: reactants, conditions, products, and yield The reactants are C(C)(=O)OC(C#N)CCC1=CC(=C(C=C1)OCC=1N=C(OC1C)C1=CC=CC=C1)OC (2-acetoxy-4-[3-methoxy-4-(5-methyl-2-phenyl-4-oxazolylmethoxy)phenyl]butyronitrile), Cl (HCl), O1CCOCC1 (dioxane), O (water). Run at time 4 hour. Yields the product OC(C(=O)OCC)CCC1=CC(=C(C=C1)O)OC (ethyl 2-hydroxy-4-(4-hydroxy-3-methoxyphenyl)butanoate). Yield: 60.0%. Reaction SMILES: C([O:4][CH:5]([CH2:8][CH2:9][C:10]1[CH:15]=[CH:14][C:13]([O:16]CC2N=C(C3C=CC=CC=3)OC=2C)=[C:12]([O:30][CH3:31])[CH:11]=1)[C:6]#N)(=O)C.Cl.[O:33]1CCO[CH2:35][CH2:34]1.[OH2:39]>>[OH:4][CH:5]([CH2:8][CH2:9][C:10]1[CH:15]=[CH:14][C:13]([OH:16])=[C:12]([O:30][CH3:31])[CH:11]=1)[C:6]([O:33][CH2:34][CH3:35])=[O:39]. Reported procedure: A mixture of 2-acetoxy-4-[3-methoxy-4-(5-methyl-2-phenyl-4-oxazolylmethoxy)phenyl]butyronitrile (2.0 g), 6 N HCl (24 ml) and dioxane (12 ml) was stirred for 4 hours under reflux. The reaction mixture was poured into water, which was subjected to extraction with ethyl acetate. The ethyl acetate layer was washed with water and dried (MgSO4), followed by distilling off the solvent. To the resulting oily product was added ethanolic hydrochloric acid (10%, 24 ml), followed by stirring for 1.5 hours u... Starting materials: 71,d,2H,ArH, 16,t,3H,CH3, 08,d,2H,ArH, 29,s,3H,CH3—N, CN(NC(=S)NC1=CC=C(C=C1)N(CC(=O)OCC)C)C(C)=O (1-methyl-1-acetyl-4- {4-(N-methyl-N-carboethoxymethylamino)phenyl}-3-thiosemicarbazide), 23,s,3H,CH3—C, 68,s,3H,CH3 N+, 3,EtOAc,5, C15H20N4O2S, 08,q,2h,CH2—O. The solvent is C(CCC)O (butanol). The product is C[N+]=1N=C(N(C1C)C1=CC=C(C=C1)N(CC(=O)OCC)C)[S-] (1,5-Dimethyl-4-{4-(N-methyl-N-carbethoxymethylamino)phenyl}-1,2,4-triazolium-3-thiolate). Reaction SMILES: [CH3:1][N:2]([C:21](=O)[CH3:22])[NH:3][C:4]([NH:6][C:7]1[CH:12]=[CH:11][C:10]([N:13]([CH3:20])[CH2:14][C:15]([O:17][CH2:18][CH3:19])=[O:16])=[CH:9][CH:8]=1)=[S:5]>C(O)CCC>[CH3:1][N+:2]1[N:3]=[C:4]([S-:5])[N:6]([C:7]2[CH:12]=[CH:11][C:10]([N:13]([CH3:20])[CH2:14][C:15]([O:17][CH2:18][CH3:19])=[O:16])=[CH:9][CH:8]=2)[C:21]=1[CH3:22]. Procedure details: A solution of 2.03 g (6.06 mmol) of 1-methyl-1-acetyl-4- {4-(N-methyl-N-carboethoxymethylamino)phenyl}-3-thiosemicarbazide in 50 ml of butanol was heated at reflux until tlc showed no starting material (Rf 0.3,EtOAc,5 hr ). Solvent was distilled and the residue crystallized with ethyl acetate. The solid (1.2 g ) was recrystallized from 25 ml of water to give 0.978 g (3.05 mmol,50%), mp 211°. Anal. C15H20N4O2S (320): Calcd.: C,56.23; H,6.29; N,17.49; S,10.01. Found: C,56.30; H,6.20;N,17.93; S,9.6...